From a dataset of the Open Reaction Database (ORD), a public repository of structured organic reaction records. describe an organic reaction: reactants, conditions, products, and yield The product is Nc1cnc(-c2ccncc2)c(-c2cccnc2)n1. RXN SMILES: [Br:1][c:2]1[n:3][cH:4][c:5]([NH2:14])[n:6][c:7]1-[c:8]1[cH:9][n:10][cH:11][cH:12][cH:13]1.[C:30](=[O:31])([O-:32])[O-:33].[CH3:15][C:16]1([CH3:17])[C:18]([CH3:19])([CH3:20])[O:21][B:22]([c:23]2[cH:24][cH:25][n:26][cH:27][cH:28]2)[O:29]1.[Cs+:34].[Cs+:35].[O:36]1[CH2:37][CH2:38][O:39][CH2:40][CH2:41]1.[OH2:42]>>[c:2]1(-[c:23]2[cH:24][cH:25][n:26][cH:27][cH:28]2)[n:3][cH:4][c:5]([NH2:14])[n:6][c:7]1-[c:8]1[cH:9][n:10][cH:11][cH:12][cH:13]1. Starting materials: Nc1cnc(Br)c(-c2cccnc2)n1, O=C([O-])[O-], CC1(C)OB(c2ccncc2)OC1(C)C, [Cs+], [Cs+], C1COCCO1, O. The reactants are Cc1ccc([Zn]Br)nc1, CC(C)(C)OC(=O)c1cc(Br)cc(C(N)C(F)(F)F)c1, C1COCCO1. The product is Cc1ccc(-c2cc(C(=O)OC(C)(C)C)cc(C(N)C(F)(F)F)c2)nc1. Reaction SMILES: [Br:21][Zn:22][c:23]1[n:24][cH:25][c:26]([CH3:29])[cH:27][cH:28]1.[NH2:1][CH:2]([C:3]([F:4])([F:5])[F:6])[c:7]1[cH:8][c:9]([C:10](=[O:11])[O:12][C:13]([CH3:14])([CH3:15])[CH3:16])[cH:17][c:18]([Br:20])[cH:19]1.[O:30]1[CH2:31][CH2:32][O:33][CH2:34][CH2:35]1>>[NH2:1][CH:2]([C:3]([F:4])([F:5])[F:6])[c:7]1[cH:8][c:9]([C:10](=[O:11])[O:12][C:13]([CH3:14])([CH3:15])[CH3:16])[cH:17][c:18](-[c:23]2[n:24][cH:25][c:26]([CH3:29])[cH:27][cH:28]2)[cH:19]1. Starting materials: Cl.NC=1SC(=CN1)Br (2-amino-5-bromothiazole hydrochloride), NC1=NC(=NC=C1)S (4-amino-2-mercaptopyrimidine), C([O-])([O-])=O.[K+].[K+] (potassium carbonate). Run in CN(C=O)C (N,N-dimethylformamide). Run at temperature 90 celsius. The product is NC=1SC(=CN1)SC1=NC=CC(=N1)N (2-amino-5-(4-aminopyrimidin-2-ylthio)thiazole). The yield is 54.3%. Reaction SMILES: Cl.[NH2:2][C:3]1[S:4][C:5](Br)=[CH:6][N:7]=1.[NH2:9][C:10]1[CH:15]=[CH:14][N:13]=[C:12]([SH:16])[N:11]=1.C(=O)([O-])[O-].[K+].[K+]>CN(C)C=O>[NH2:2][C:3]1[S:4][C:5]([S:16][C:12]2[N:11]=[C:10]([NH2:9])[CH:15]=[CH:14][N:13]=2)=[CH:6][N:7]=1 |f:0.1,3.4.5|. Procedure: A mixture of 2-amino-5-bromothiazole hydrochloride (2.2 g), 4-amino-2-mercaptopyrimidine (2.2 g) and potassium carbonate (6.5 g) in N,N-dimethylformamide (100 ml) was heated at 90° C. for 2.5 hours with stirring. The reaction mixture was concentrated under reduced pressure and water was added to this residue. The solution was extracted with a mixture of tetrahydrofuran and ethyl acetate (1:1), washed with aqueous saturated sodium chloride and dried over magnesium sulfate. The solvent was concent... Starting materials: (E)-4-methyl-6-(2'-tetrahydropyranyloxy)-4-hexen-1-yltriphenylphosphonium iodide, [OH-].[Na+] (sodium hydroxide), C(CCC)[Li] (n-butyllithium), C(C)(=O)OCC(=CCCC(C)=O)CCC=C(C)C (6-acetoxymethyl-10-methyl-5,9-undecadien-2-one), C1(=CC=C(C=C1)S(=O)(=O)O)C (p-toluenesulfonic acid), O1CCCC1 (tetrahydrofuran). Solvent: CO (methanol). Yields the product OCC(=CCCC(=CCCC(=CCO)C)C)CCC=C(C)C (11-Hydroxymethyl-3,7,15-trimethyl-2,6,10,14-hexadecantetraen-1-ol). RXN SMILES: [CH2:1]([Li])[CH2:2][CH2:3][CH3:4].C([O:9][CH2:10][C:11]([CH2:18][CH2:19][CH:20]=[C:21]([CH3:23])[CH3:22])=[CH:12][CH2:13][CH2:14][C:15](=O)[CH3:16])(=O)C.[OH-].[Na+].[C:26]1(C)C=CC(S(O)(=O)=O)=CC=1.[O:37]1CC[CH2:39][CH2:38]1>CO>[OH:9][CH2:10][C:11]([CH2:12][CH2:13][CH:14]=[C:15]([CH3:16])[CH3:26])=[CH:18][CH2:19][CH2:20][C:21]([CH3:22])=[CH:23][CH2:1][CH2:2][C:3]([CH3:4])=[CH:39][CH2:38][OH:37] |f:2.3|. Procedure: In 120 ml of anhydrous tetrahydrofuran was suspended 23.1 g of (E)-4-methyl-6-(2'-tetrahydropyranyloxy)-4-hexen-1-yltriphenylphosphonium iodide. In the same manner as in Example 2-(1), the equimolar amount of n-butyllithium and 7.2 g of 6-acetoxymethyl-10-methyl-5,9-undecadien-2-one prepared in Referential Examples 4 and 5 were added to the suspension, and the Wittig reaction was carried out. The product was hydrolyzed with 70 ml of an alcoholic sodium hydroxide (5%) and treated overnight with m...